From a dataset of the Open Reaction Database (ORD), a public repository of structured organic reaction records. describe an organic reaction: reactants, conditions, products, and yield The reactants are C(C)(C)(C)OC(=O)N1CC(CCC1)NC1=NC=C(C(=N1)N)C(C1=C(C=CC=C1)OC)=O (3-[4-amino-5-(2-methoxy-benzoyl)-pyrimidin-2-ylamino]-piperidine-1-carboxylic acid tert-butyl ester), FC(C(=O)O)(F)F (trifluoroacetic acid). The solvent is ClCCl (dichloromethane). Run at temperature 0 celsius, time 30 minute. Yields the product NC1=NC(=NC=C1C(=O)C1=C(C=CC=C1)OC)NC1CNCCC1 ([4-amino-2-(piperidin-3-ylamino)-pyrimidin-5-yl]-(2-methoxy-phenyl)-methanone), FC(C(=O)O)(F)F (trifluoroacetic acid). RXN SMILES: C(OC([N:8]1[CH2:13][CH2:12][CH2:11][CH:10]([NH:14][C:15]2[N:20]=[C:19]([NH2:21])[C:18]([C:22](=[O:31])[C:23]3[CH:28]=[CH:27][CH:26]=[CH:25][C:24]=3[O:29][CH3:30])=[CH:17][N:16]=2)[CH2:9]1)=O)(C)(C)C.[F:32][C:33]([F:38])([F:37])[C:34]([OH:36])=[O:35]>ClCCl>[NH2:21][C:19]1[C:18]([C:22]([C:23]2[CH:28]=[CH:27][CH:26]=[CH:25][C:24]=2[O:29][CH3:30])=[O:31])=[CH:17][N:16]=[C:15]([NH:14][CH:10]2[CH2:11][CH2:12][CH2:13][NH:8][CH2:9]2)[N:20]=1.[F:32][C:33]([F:38])([F:37])[C:34]([OH:36])=[O:35]. Reported procedure: 3-[4-Amino-5-(2-methoxy-benzoyl)-pyrimidin-2-ylamino]-piperidine-1-carboxylic acid tert-butyl ester (76 mg, Example 52) was dissolved in dichloromethane (4 mL), cooled to 0° C. and treated with trifluoroacetic acid (1 mL). After stirred 30 minutes at 0° C., the reaction mixture was concentrated in vacuo to give [4-amino-2-(piperidin-3-ylamino)-pyrimidin-5-yl]-(2-methoxy-phenyl)-methanone as a trifluoroacetic acid salt. A portion of this material was partitioned between ethyl acetate and aqueous ... Reactants: C(C)(C)[N-]C(C)C.[Li+] (lithium diisopropylamide), N-hydrochloric acid, S1C=C(C=C1)C(C#N)O[Si](C)(C)C (2-(3-thienyl)-2-trimethylsilyloxyacetonitrile), BrCCCC#N (4-Bromobutyronitrile). Run in O1CCCC1 (tetrahydrofuran), O1CCCC1 (tetrahydrofuran). Reaction conditions: temperature -78 celsius, time 15 minute. Product: C(#N)CCCC(=O)C1=CSC=C1 (4-cyano-1-(3-thienyl)butan-1-one). RXN SMILES: [S:1]1[CH:5]=[CH:4][C:3]([CH:6]([O:9][Si](C)(C)C)[C:7]#N)=[CH:2]1.C([N-]C(C)C)(C)C.[Li+].BrC[CH2:24][CH2:25][C:26]#[N:27]>O1CCCC1>[C:26]([CH2:25][CH2:24][CH2:7][C:6]([C:3]1[CH:4]=[CH:5][S:1][CH:2]=1)=[O:9])#[N:27] |f:1.2|. Reported procedure: A solution of the 2-(3-thienyl)-2-trimethylsilyloxyacetonitrile thus obtained (14.0 g.) in tetrahydrofuran (12 ml.) was added to a stirred solution of lithium diisopropylamide [prepared at 0° C. in tetrahydrofuran solution (200 ml.) from diisopropylamine (6.7 g.) and n-butyl-lithium (43.4 ml. of 1.55 molar solution in hexane)] in tetrahydrofuran (200 ml.) which was cooled to -78° C. under an atmosphere of nitrogen, and the mixture was stirred at that temperature for 15 minutes. 4-Bromobutyronitr... Reactants: Cl.NO (hydroxylamine monohydrochloride), 26.7, C(C)N(CC(=O)O)CC1=C(C=CC(=C1)C(C1=CC=C(C=C1)C)=O)[N+](=O)[O-] (ethyl N-[[5-(4-methylbenzoyl)-2-nitrophenyl]methyl]glycine), [F-].[K+] (potassium fluoride), intermediate 50. The solvent is C(C)O (ethanol). Reaction conditions: time 22 hour. The product is C(C)N(CC(=O)O)CC1=C(C=CC(=C1)/C(/C1=CC=C(C=C1)C)=N/O)[N+](=O)[O-] (ethyl (E)-N-[[5-[(hydroxyimino)(4-methylphenyl)methyl]-2-nitrophenyl]methyl]glycine). Isolated yield 19.0%. Reaction SMILES: [CH2:1]([N:3]([CH2:8][C:9]1[CH:14]=[C:13]([C:15](=O)[C:16]2[CH:21]=[CH:20][C:19]([CH3:22])=[CH:18][CH:17]=2)[CH:12]=[CH:11][C:10]=1[N+:24]([O-:26])=[O:25])[CH2:4][C:5]([OH:7])=[O:6])[CH3:2].Cl.[NH2:28][OH:29].[F-].[K+]>C(O)C>[CH2:1]([N:3]([CH2:8][C:9]1[CH:14]=[C:13](/[C:15](=[N:28]/[OH:29])/[C:16]2[CH:21]=[CH:20][C:19]([CH3:22])=[CH:18][CH:17]=2)[CH:12]=[CH:11][C:10]=1[N+:24]([O-:26])=[O:25])[CH2:4][C:5]([OH:7])=[O:6])[CH3:2] |f:1.2,3.4|. Procedure: A mixture of 26.7 parts of ethyl N-[[5-(4-methylbenzoyl)-2-nitrophenyl]methyl]glycine (which is a precursor to intermediate 50 in Example 9), 6.25 parts of hydroxylamine monohydrochloride, 5.25 parts of potassium fluoride and 395 parts of ethanol was stirred for 22 hours at reflux temperature. The reaction mixture was evaporated and the residue was dissolved in ethyl acetate. The whole was washed with sodium hydrogen carbonate solution 10% and with water. The organic layer was dried, filtered an... Reactants: C(CC)C1(OCCCO1)CCO (2-(2-propyl-1,3-dioxan-2-yl)ethanol), C(CC(=O)C)(=O)OCC (ethyl acetoacetate). Yields the product CC1(OCCCO1)CCO (2-(2-methyl-1,3-dioxan-2-yl)ethanol). The yield is 49.0%. Reaction SMILES: [CH2:1]([C:4]1([CH2:10][CH2:11][OH:12])[O:9][CH2:8][CH2:7][CH2:6][O:5]1)CC.C(OCC)(=O)CC(C)=O>>[CH3:1][C:4]1([CH2:10][CH2:11][OH:12])[O:9][CH2:8][CH2:7][CH2:6][O:5]1. Procedure details: The same procedure as in the steps (8a) and (8b) of Example 8, was repeated using ethyl acetoacetate to obtain the title compound (5.4 g, total yield: 49%) as a light yellow oil.